From a dataset of the Open Reaction Database (ORD), a public repository of structured organic reaction records. describe an organic reaction: reactants, conditions, products, and yield The reactants are NCCCCCC=1SC2=C(N1)C=CC=C2 (2-(5-Aminopentyl)benzothiazole), mixed acid anhydride, C(C(=C)C)(=O)O (methacrylic acid), C(O)(O)=O (carbonic acid), C(C(=C)C)(=O)O (methacrylic acid), ClC(=O)OCC (ethyl chloroformate). Yields the product C(C(=C)C)(=O)NCCCCCC=1SC2=C(N1)C=CC=C2 (2-(5-methacryloylaminopentyl)benzothiazole). Reaction SMILES: [NH2:1][CH2:2][CH2:3][CH2:4][CH2:5][CH2:6][C:7]1[S:8][C:9]2[CH:15]=[CH:14][CH:13]=[CH:12][C:10]=2[N:11]=1.[C:16](O)(=[O:20])[C:17]([CH3:19])=[CH2:18].C(=O)(O)O.ClC(OCC)=O>>[C:16]([NH:1][CH2:2][CH2:3][CH2:4][CH2:5][CH2:6][C:7]1[S:8][C:9]2[CH:15]=[CH:14][CH:13]=[CH:12][C:10]=2[N:11]=1)(=[O:20])[C:17]([CH3:19])=[CH2:18]. Reported procedure: 2-(5-Aminopentyl)benzothiazole (synthesized from 2-aminobenzenethiol and ε-caprolactam) was reacted with a mixed acid anhydride of methacrylic acid and carbonic acid prepared through reaction of methacrylic acid and ethyl chloroformate under basic conditions to obtain 2-(5-methacryloylaminopentyl)benzothiazole. Copolymerization with acrylic acid afforded a Polymer [BP-3] which is used in the present invention. The weight average molecular weight measured by GPC was 11.0×104 (polystyrene standard... Reaction conditions: time 8 hour. Product: CS(=O)(=O)C1=NC=C(C(=N1)C1=C(C=C(C=C1)Cl)Cl)C1=CC=C(C=C1)Cl (2-Methylsulfonyl-4-(2,4-dichlorophenyl)-5-(4-chlorophenyl)pyrimidine). Reaction SMILES: CS[C:3]1[N:8]=[C:7]([C:9]2[CH:14]=[CH:13][C:12]([Cl:15])=[CH:11][C:10]=2[Cl:16])[C:6]([C:17]2[CH:22]=[CH:21][C:20]([Cl:23])=[CH:19][CH:18]=2)=[CH:5][N:4]=1.Cl[C:25]1C=CC=C(C(OO)=O)C=1.[S:35](=[O:38])(O)[O-:36].[Na+]>C(Cl)Cl>[CH3:25][S:35]([C:3]1[N:8]=[C:7]([C:9]2[CH:14]=[CH:13][C:12]([Cl:15])=[CH:11][C:10]=2[Cl:16])[C:6]([C:17]2[CH:22]=[CH:21][C:20]([Cl:23])=[CH:19][CH:18]=2)=[CH:5][N:4]=1)(=[O:38])=[O:36] |f:2.3|. Procedure details: In a 25 mL round bottom flask fitted with a stir bar was added 2-methylthio-4-(2,4-dichlorophenyl)-5-(4-chlorophenyl)pyrimidine (Reference Example 3) (762 mg, 2 mmol) and 10 mL DCM. The flask was cooled to 0° and a slight excess of m-chloroperbenzoic acid (70%) (1.0 g, 4 mmol) was slowly added and stirred overnight at room temperature. The reaction was worked up by adding 1.0M sodium bisulfite (3 mL), 25 mL more of DCM and the reaction was stirred vigorously to destroy any excess peracid. After ... The reactants are CSC1=NC=C(C(=N1)C1=C(C=C(C=C1)Cl)Cl)C1=CC=C(C=C1)Cl (2-Methylthio-4-(2,4-dichlorophenyl)-5-(4-chlorophenyl)pyrimidine), S([O-])(O)=O.[Na+] (sodium bisulfite), ClC1=CC(=CC=C1)C(=O)OO (m-chloroperbenzoic acid). Solvent: C(Cl)Cl (DCM), C(Cl)Cl (DCM). Starting materials: ClC=1C=CC(=C(C1)C1=CC(N(C=C1OC)C(C(=O)NC1=CC=C(C(=O)OC(C)(C)C)C=C1)CC1CC(C1)(F)F)=O)C#N (tert-butyl 4-({2-[4-(5-chloro-2-cyanophenyl)-5-methoxy-2-oxopyridin-1(2H)-yl]-3-(3,3-difluorocyclobutyl)propanoyl}amino)benzoate), C(=O)(C(F)(F)F)O (TFA). Product: ClC=1C=CC(=C(C1)C1=CC(N(C=C1OC)C(C(=O)NC1=CC=C(C(=O)O)C=C1)CC1CC(C1)(F)F)=O)C#N (4-({2-[4-(5-Chloro-2-cyanophenyl)-5-methoxy-2-oxopyridin-1(2H)-yl]-3-(3,3-difluorocyclobutyl)propanoyl}amino)benzoic acid). Reaction SMILES: [Cl:1][C:2]1[CH:3]=[CH:4][C:5]([C:41]#[N:42])=[C:6]([C:8]2[C:13]([O:14][CH3:15])=[CH:12][N:11]([CH:16]([CH2:33][CH:34]3[CH2:37][C:36]([F:39])([F:38])[CH2:35]3)[C:17]([NH:19][C:20]3[CH:32]=[CH:31][C:23]([C:24]([O:26]C(C)(C)C)=[O:25])=[CH:22][CH:21]=3)=[O:18])[C:10](=[O:40])[CH:9]=2)[CH:7]=1.C(O)(C(F)(F)F)=O>>[Cl:1][C:2]1[CH:3]=[CH:4][C:5]([C:41]#[N:42])=[C:6]([C:8]2[C:13]([O:14][CH3:15])=[CH:12][N:11]([CH:16]([CH2:33][CH:34]3[CH2:37][C:36]([F:39])([F:38])[CH2:35]3)[C:17]([NH:19][C:20]3[CH:32]=[CH:31][C:23]([C:24]([OH:26])=[O:25])=[CH:22][CH:21]=3)=[O:18])[C:10](=[O:40])[CH:9]=2)[CH:7]=1. Procedure details: 175 mg (0.29 mmol) of tert-butyl 4-({2-[4-(5-chloro-2-cyanophenyl)-5-methoxy-2-oxopyridin-1(2H)-yl]-3-(3,3-difluorocyclobutyl)propanoyl}amino)benzoate (racemate) were hydrolysed with TFA according to General Method 2. The crude product was purified by preparative HPLC (Reprosil C18, water/acetonitrile gradient). Yield: 122 mg (77% of theory) The reactants are O.C1(=CC=C(C=C1)S(=O)(=O)O)C (p-Toluenesulfonic acid monohydrate), O1C(CCCC1)O[C@H]1[C@@H]([C@@H]2[C@@H](OC(CCC\C=C/C2)=O)C1)\C=C\[C@H](COC1=CC(=CC=C1)C(F)(F)F)OC1OCCCC1 ((8aR,9R,10R,11 aS,Z)-10-((tetrahydro-2H-pyran-2-yl)oxy)-9-((3R,E)-3-((tetrahydro-2H-pyran-2-yl)oxy)-4-(3-(trifluoromethyl)phenoxy)but-1-en-1-yl)-4,5,8,8a,9,10,11,11a-octahydrocyclopenta[b]oxecin-2(3H)-one). Solvent: CO (methanol). Conditions: time 2 hour. Yields the product O[C@H]1[C@@H]([C@@H]2[C@@H](OC(CCC\C=C/C2)=O)C1)\C=C\[C@H](COC1=CC(=CC=C1)C(F)(F)F)O ((8aR,9R,10R,11aS,Z)-10-hydroxy-9-((R,E)-3-hydroxy-4-(3-(trifluoromethyl)phenoxy)but-1-en-1-yl)-4,5,8,8a,9,10,11,11a-octahydrocyclopenta[b]oxecin-2(3H)-one). Isolated yield 80.9%. Reaction SMILES: O.C1(C)C=CC(S(O)(=O)=O)=CC=1.O1CCCCC1[O:19][C@@H:20]1[CH2:33][C@@H:23]2[O:24][C:25](=[O:32])[CH2:26][CH2:27][CH2:28][CH:29]=[CH:30][CH2:31][C@@H:22]2[C@H:21]1/[CH:34]=[CH:35]/[C@@H:36]([O:49]C1CCCCO1)[CH2:37][O:38][C:39]1[CH:44]=[CH:43][CH:42]=[C:41]([C:45]([F:48])([F:47])[F:46])[CH:40]=1>CO>[OH:19][C@@H:20]1[CH2:33][C@@H:23]2[O:24][C:25](=[O:32])[CH2:26][CH2:27][CH2:28][CH:29]=[CH:30][CH2:31][C@@H:22]2[C@H:21]1/[CH:34]=[CH:35]/[C@@H:36]([OH:49])[CH2:37][O:38][C:39]1[CH:44]=[CH:43][CH:42]=[C:41]([C:45]([F:48])([F:46])[F:47])[CH:40]=1 |f:0.1|. Procedure: p-Toluenesulfonic acid monohydrate (0.20 g, 1.1 mmol) was add to a stirred solution of (8aR,9R,10R,11 aS,Z)-10-((tetrahydro-2H-pyran-2-yl)oxy)-9-((3R,E)-3-((tetrahydro-2H-pyran-2-yl)oxy)-4-(3-(trifluoromethyl)phenoxy)but-1-en-1-yl)-4,5,8,8a,9,10,11,11a-octahydrocyclopenta[b]oxecin-2(3H)-one (14.0 g, 23.0 mmol) in methanol (150 mL). The mixture was stirred for 2 hr at room temperature (TLC monitoring). Then, the reaction mixture was quenched with saturated sodium bicarbonate aqueous solution (200...